From a dataset of the Open Reaction Database (ORD), a public repository of structured organic reaction records. describe an organic reaction: reactants, conditions, products, and yield The reactants are C(C)(C)(C)OC(NC1=C(C=CC=C1)CO)=O ((2-Hydroxymethyl-phenyl)-carbamic acid tert-butyl ester). Reagents/catalysts: [O-2].[Mn+4].[O-2] (manganese(IV) oxide). Solvent: C(Cl)Cl (CH2Cl2). Conditions: temperature 40 celsius. The product is C(C)(C)(C)OC(NC1=C(C=CC=C1)C=O)=O ((2-Formyl-phenyl)-carbamic acid tert-butyl ester), material. Isolated yield 99.0%. As a reaction SMILES: [C:1]([O:5][C:6](=[O:16])[NH:7][C:8]1[CH:13]=[CH:12][CH:11]=[CH:10][C:9]=1[CH2:14][OH:15])([CH3:4])([CH3:3])[CH3:2]>[O-2].[Mn+4].[O-2].C(Cl)Cl>[C:1]([O:5][C:6](=[O:16])[NH:7][C:8]1[CH:13]=[CH:12][CH:11]=[CH:10][C:9]=1[CH:14]=[O:15])([CH3:4])([CH3:2])[CH3:3] |f:1.2.3|. Reported procedure: (2-Hydroxymethyl-phenyl)-carbamic acid tert-butyl ester (44.7 g, 0.200 mol), CH2Cl2 (625 mL) and manganese(IV) oxide (85%, 5 μm powder; 245.5 g, 2.400 mol) were introduced into a flask. The mixture was stirred at 40° C. for at least 4 h or until HPLC analysis showed that the reaction had proceeded to greater than 97% completion. The cooled mixture was filtered through a Celite pad (22 g) and the filter cake was rinsed with CH2Cl2 (625 mL). The filtrate and wash were concentrated in vacuo to dryn... The reactants are ClC=1N=C(C(=NC1Cl)N)[N+](=O)[O-] (5,6-dichloro-3-nitropyrazinamine), C([O-])(O)=O.[Na+] (sodium bicarbonate), C(C)(=O)Cl (acetyl chloride). The product is ClC=1N=C(C(=NC1Cl)NC(C)=O)[N+](=O)[O-] (N-(5,6-dichloro-3-nitropyrazin-2-yl)acetamide). As a reaction SMILES: [Cl:1][C:2]1[N:3]=[C:4]([N+:10]([O-:12])=[O:11])[C:5]([NH2:9])=[N:6][C:7]=1[Cl:8].C(=O)(O)[O-].[Na+].[C:18](Cl)(=[O:20])[CH3:19]>>[Cl:1][C:2]1[N:3]=[C:4]([N+:10]([O-:12])=[O:11])[C:5]([NH:9][C:18](=[O:20])[CH3:19])=[N:6][C:7]=1[Cl:8] |f:1.2|. Procedure: To 1.0 g of 5,6-dichloro-3-nitropyrazinamine in 15 ml acetyl chloride under nitrogen atmosphere at room temperature is added 0.84 g anhydrous sodium bicarbonate. The reaction mixture is then stirred and heated at reflux for 4 days. Excess acetyl chloride is then removed in vacuo and the residue is chromatographed on silica gel. The desired product is eluted from the column with chloroform. The reactants are ClC1=CC=C(C=C1)C=1OC(=C(N1)CO)C ([2-(4-chloro-phenyl)-5-methyl-oxazol-4-yl]-methanol), C1(=CC=CC=C1)P(C1=CC=CC=C1)C1=CC=CC=C1 (triphenylphosphine), N(=NC(=O)OCC)C(=O)OCC (diethyl azodicarboxylate), COC(C(CC1=CC=C(C=2C=COC21)O)OCC)=O ([rac]-2-ethoxy-3-(4-hydroxy-benzofuran-7-yl)-propionic acid methyl ester). Yields the product COC(C(CC1=CC=C(C=2C=COC21)OCC=2N=C(OC2C)C2=CC=C(C=C2)Cl)OCC)=O ([rac]-3-{4-[2-(4-chloro-phenyl)-5-methyl-oxazol-4-ylmethoxy]-benzofuran-7-yl}-2-ethoxy-propionic acid methyl ester). As a reaction SMILES: [CH3:1][O:2][C:3](=[O:19])[CH:4]([O:16][CH2:17][CH3:18])[CH2:5][C:6]1[C:14]2[O:13][CH:12]=[CH:11][C:10]=2[C:9]([OH:15])=[CH:8][CH:7]=1.[Cl:20][C:21]1[CH:26]=[CH:25][C:24]([C:27]2[O:28][C:29]([CH3:34])=[C:30]([CH2:32]O)[N:31]=2)=[CH:23][CH:22]=1.C1(P(C2C=CC=CC=2)C2C=CC=CC=2)C=CC=CC=1.N(C(OCC)=O)=NC(OCC)=O>>[CH3:1][O:2][C:3](=[O:19])[CH:4]([O:16][CH2:17][CH3:18])[CH2:5][C:6]1[C:14]2[O:13][CH:12]=[CH:11][C:10]=2[C:9]([O:15][CH2:32][C:30]2[N:31]=[C:27]([C:24]3[CH:25]=[CH:26][C:21]([Cl:20])=[CH:22][CH:23]=3)[O:28][C:29]=2[CH3:34])=[CH:8][CH:7]=1. Procedure: In analogy to the procedure described in example 21 f], [rac]-2-ethoxy-3-(4-hydroxy-benzofuran-7-yl)-propionic acid methyl ester (example 120 e]) was reacted with [2-(4-chloro-phenyl)-5-methyl-oxazol-4-yl]-methanol (R. C. Self, W. E. Barber, J. P. Machin, J. M. Osbond, C. E. Smithen, B. P. Tong, J. C. Wickens, D. P. Bloxham, D. Bradshaw, C. H. Cashin, B. B. Dodge, E. J. Lewis, D. Westmacott, J. Med. Chem. 1991, 34, 772-777) in the presence of triphenylphosphine and diethyl azodicarboxylate to yi... The reactants are C(#N)C(C=CC1=CC=C(C=C1)OC)OC(C1=CC=CC=C1)=O (Benzoic acid 1-cyano-3-(4-methoxy-phenyl)-allyl ester), poly(methylhydrosiloxane). The reagents and catalysts are C=1C=CC(=CC1)[P](C=2C=CC=CC2)(C=3C=CC=CC3)[Pd]([P](C=4C=CC=CC4)(C=5C=CC=CC5)C=6C=CC=CC6)([P](C=7C=CC=CC7)(C=8C=CC=CC8)C=9C=CC=CC9)[P](C=1C=CC=CC1)(C=1C=CC=CC1)C=1C=CC=CC1 (Tetrakis(triphenylphosphine)palladium). Run in O1CCCC1 (tetrahydrofuran). Reaction conditions: time 30 minute. The product is COC1=CC=C(C=C1)C=CCC#N (4-(4-methoxy-phenyl)-but-3-enenitrile). Isolated yield 56.6%. RXN SMILES: [C:1]([CH:3](OC(=O)C1C=CC=CC=1)[CH:4]=[CH:5][C:6]1[CH:11]=[CH:10][C:9]([O:12][CH3:13])=[CH:8][CH:7]=1)#[N:2]>O1CCCC1.C1C=CC([P]([Pd]([P](C2C=CC=CC=2)(C2C=CC=CC=2)C2C=CC=CC=2)([P](C2C=CC=CC=2)(C2C=CC=CC=2)C2C=CC=CC=2)[P](C2C=CC=CC=2)(C2C=CC=CC=2)C2C=CC=CC=2)(C2C=CC=CC=2)C2C=CC=CC=2)=CC=1>[CH3:13][O:12][C:9]1[CH:10]=[CH:11][C:6]([CH:5]=[CH:4][CH2:3][C:1]#[N:2])=[CH:7][CH:8]=1 |^1:31,33,52,71|. Procedure: Benzoic acid 1-cyano-3-(4-methoxy-phenyl)-allyl ester (15 g; ca 0.050 mol) is dissolved in 100 ml of anhydrous tetrahydrofuran. Tetrakis(triphenylphosphine)palladium (0.88 g; 0.8 mmol) and 4.8 ml of poly(methylhydrosiloxane) (ca 80 meq; Aldrich) are added, and the mixture is stirred at ca 20° C., cooling with a cold water bath. After 3 h 30 min, the mixture is concentrated by rotary evaporation, stirred with 150 ml of water to hydrolyze the siloxane. The polymer and organic materials are redisso... Starting materials: CC(C)(OC(=O)N[C@H]1[C@@H]([C@H]([C@@H]([C@@H]1OCC1=CC=CC=C1)OCC1=CC=CC=C1)OCC1=CC=CC=C1)C(CC(=O)OCC)O)C ([1R,2S,3R,4S,5R]-2-[[(1,1-dimethylethoxy)carbonyl]amino]-β-hydroxy-3,4,5-tris(phenylmethoxy)cyclopentanepropanoic acid, ethyl ester), Cl (hydrogen chloride). Solvent: C(C)OCC (ethyl ether). The product is N[C@H]1[C@@H]([C@H]([C@@H]([C@@H]1OCC1=CC=CC=C1)OCC1=CC=CC=C1)OCC1=CC=CC=C1)C(CC(=O)OCC)O ([1R,2S,3R,4S,5R]-2-amino-β-hydroxy-3,4,5-tris(phenylmethoxy)cyclopentanepropanoic acid, ethyl ester). RXN SMILES: CC(C)(OC([NH:7][C@@H:8]1[C@@H:12]([O:13][CH2:14][C:15]2[CH:20]=[CH:19][CH:18]=[CH:17][CH:16]=2)[C@@H:11]([O:21][CH2:22][C:23]2[CH:28]=[CH:27][CH:26]=[CH:25][CH:24]=2)[C@H:10]([O:29][CH2:30][C:31]2[CH:36]=[CH:35][CH:34]=[CH:33][CH:32]=2)[C@H:9]1[CH:37]([OH:44])[CH2:38][C:39]([O:41][CH2:42][CH3:43])=[O:40])=O)C.Cl>C(OCC)C>[NH2:7][C@@H:8]1[C@@H:12]([O:13][CH2:14][C:15]2[CH:16]=[CH:17][CH:18]=[CH:19][CH:20]=2)[C@@H:11]([O:21][CH2:22][C:23]2[CH:28]=[CH:27][CH:26]=[CH:25][CH:24]=2)[C@H:10]([O:29][CH2:30][C:31]2[CH:36]=[CH:35][CH:34]=[CH:33][CH:32]=2)[C@H:9]1[CH:37]([OH:44])[CH2:38][C:39]([O:41][CH2:42][CH3:43])=[O:40]. Reported procedure: Dissolve [1R,2S,3R,4S,5R]-2-[[(1,1-dimethylethoxy)carbonyl]amino]-β-hydroxy-3,4,5-tris(phenylmethoxy)cyclopentanepropanoic acid, ethyl ester (160 mg, 0.258 mmol) in ethyl ether (20 mL) and cool to 0°-5° C. with an ice bath. Bubble hydrogen chloride gas into the solution for 25-30 minutes. Remove the ice bath and evaporate the ethyl ether to 1/2 volume with a stream of nitrogen. Add fresh ethyl ether and carefully add aqueous sodium hydrogen carbonate. Separate the organic phase and extract the a...